This data is from the Open Reaction Database (ORD), a public repository of structured organic reaction records. The task is: describe an organic reaction: reactants, conditions, products, and yield Reactants: [Al+3], COc1ccc(C(=O)c2ccc(S(C)(=O)=O)cc2)cc1, [Cl-], [Cl-], [Cl-], O, c1ccccc1. Yields the product CS(=O)(=O)c1ccc(C(=O)c2ccc(O)cc2)cc1. Reaction SMILES: [Al+3:22].[CH3:1][O:2][c:3]1[cH:4][cH:5][c:6]([C:9](=[O:10])[c:11]2[cH:12][cH:13][c:14]([S:17](=[O:18])(=[O:19])[CH3:20])[cH:15][cH:16]2)[cH:7][cH:8]1.[Cl-:21].[Cl-:23].[Cl-:24].[OH2:25].[cH:26]1[cH:27][cH:28][cH:29][cH:30][cH:31]1>>[OH:2][c:3]1[cH:4][cH:5][c:6]([C:9](=[O:10])[c:11]2[cH:12][cH:13][c:14]([S:17](=[O:18])(=[O:19])[CH3:20])[cH:15][cH:16]2)[cH:7][cH:8]1.